This data is from the Open Reaction Database (ORD), a public repository of structured organic reaction records. The task is: describe an organic reaction: reactants, conditions, products, and yield Starting materials: CC(C)(C)OC(=O)N1C(c2ccc(I)cc2)COC1(C)C, CS(C)=O, NC(=O)c1ccc(Cl)cc1, [Cu]I, [K+], [K+], [K+], O=P([O-])([O-])[O-]. Product: CC(C)(C)OC(=O)N1C(c2ccc(NC(=O)c3ccc(Cl)cc3)cc2)COC1(C)C. RXN SMILES: [C:1]([CH3:2])([CH3:3])([CH3:4])[O:5][C:6](=[O:7])[N:8]1[C:9]([CH3:20])([CH3:21])[O:10][CH2:11][CH:12]1[c:13]1[cH:14][cH:15][c:16]([I:19])[cH:17][cH:18]1.[CH3:40][S:41]([CH3:42])=[O:43].[Cl:22][c:23]1[cH:24][cH:25][c:26]([C:27](=[O:28])[NH2:29])[cH:30][cH:31]1.[Cu:44][I:45].[K+:37].[K+:38].[K+:39].[P:32]([O-:33])([O-:34])([O-:35])=[O:36]>>[C:1]([CH3:2])([CH3:3])([CH3:4])[O:5][C:6](=[O:7])[N:8]1[C:9]([CH3:20])([CH3:21])[O:10][CH2:11][CH:12]1[c:13]1[cH:14][cH:15][c:16]([NH:29][C:27]([c:26]2[cH:25][cH:24][c:23]([Cl:22])[cH:31][cH:30]2)=[O:28])[cH:17][cH:18]1. The reactants are OC1(C#Cc2ncc(Br)cc2Cc2ccccc2)CN2CCC1CC2, Cc1ccccc1, c1ccc(P(c2ccccc2)(c2ccccc2)[Pd](P(c2ccccc2)(c2ccccc2)c2ccccc2)(P(c2ccccc2)(c2ccccc2)c2ccccc2)P(c2ccccc2)(c2ccccc2)c2ccccc2)cc1, CCCC[Sn](CCCC)(CCCC)c1ccccn1. The product is OC1(C#Cc2ncc(-c3ccccn3)cc2Cc2ccccc2)CN2CCC1CC2. RXN SMILES: [CH2:1]([c:2]1[cH:3][cH:4][cH:5][cH:6][cH:7]1)[c:8]1[c:9]([C:15]#[C:16][C:17]2([OH:25])[CH2:18][N:19]3[CH2:20][CH2:21][CH:22]2[CH2:23][CH2:24]3)[n:10][cH:11][c:12]([Br:14])[cH:13]1.[CH3:122][c:123]1[cH:124][cH:125][cH:126][cH:127][cH:128]1.[cH:45]1[cH:46][cH:47][c:48]([P:49]([Pd:50]([P:51]([c:52]2[cH:53][cH:54][cH:55][cH:56][cH:57]2)([c:58]2[cH:59][cH:60][cH:61][cH:62][cH:63]2)[c:64]2[cH:65][cH:66][cH:67][cH:68][cH:69]2)([P:70]([c:71]2[cH:72][cH:73][cH:74][cH:75][cH:76]2)([c:77]2[cH:78][cH:79][cH:80][cH:81][cH:82]2)[c:83]2[cH:84][cH:85][cH:86][cH:87][cH:88]2)[P:89]([c:90]2[cH:91][cH:92][cH:93][cH:94][cH:95]2)([c:96]2[cH:97][cH:98][cH:99][cH:100][cH:101]2)[c:102]2[cH:103][cH:104][cH:105][cH:106][cH:107]2)([c:108]2[cH:109][cH:110][cH:111][cH:112][cH:113]2)[c:114]2[cH:115][cH:116][cH:117][cH:118][cH:119]2)[cH:120][cH:121]1.[n:26]1[c:27]([Sn:32]([CH2:33][CH2:34][CH2:35][CH3:36])([CH2:37][CH2:38][CH2:39][CH3:40])[CH2:41][CH2:42][CH2:43][CH3:44])[cH:28][cH:29][cH:30][cH:31]1>>[CH2:1]([c:2]1[cH:3][cH:4][cH:5][cH:6][cH:7]1)[c:8]1[c:9]([C:15]#[C:16][C:17]2([OH:25])[CH2:18][N:19]3[CH2:20][CH2:21][CH:22]2[CH2:23][CH2:24]3)[n:10][cH:11][c:12](-[c:27]2[n:26][cH:31][cH:30][cH:29][cH:28]2)[cH:13]1.